describe an organic reaction: reactants, conditions, products, and yield From a dataset of the Open Reaction Database (ORD), a public repository of structured organic reaction records. Reactants: COCC1Cc2c(Oc3ccc(S(C)(=O)=O)cc3)cc(C(=O)OC(C)(C)C)cc2O1, CC(C)(C)OC(=O)c1cc(Oc2ccc(C(=O)N3CCC3)c(F)c2)c2c(c1)OC(C)(CO)C2, CI. The product is COCC1(C)Cc2c(Oc3ccc(C(=O)N4CCC4)c(F)c3)cc(C(=O)OC(C)(C)C)cc2O1. RXN SMILES: [C:1]([O:2][C:3]([c:4]1[cH:5][c:6]([O:7][c:8]2[cH:9][cH:10][c:11]([S:12]([CH3:13])(=[O:14])=[O:15])[cH:16][cH:17]2)[c:18]2[c:25]([cH:26]1)[O:24][CH:20]([CH2:21][O:22][CH3:23])[CH2:19]2)=[O:27])([CH3:28])([CH3:29])[CH3:30].[C:31]([CH3:32])([CH3:33])([CH3:34])[O:35][C:36](=[O:37])[c:38]1[cH:39][c:40]2[c:41]([c:48]([O:50][c:51]3[cH:52][c:53]([F:63])[c:54]([C:57](=[O:58])[N:59]4[CH2:60][CH2:61][CH2:62]4)[cH:55][cH:56]3)[cH:49]1)[CH2:42][C:43]([CH3:45])([CH2:46][OH:47])[O:44]2.[CH3:64][I:65]>>[CH3:1][O:47][CH2:46][C:43]1([CH3:45])[CH2:42][c:41]2[c:40]([cH:39][c:38]([C:36]([O:35][C:31]([CH3:32])([CH3:33])[CH3:34])=[O:37])[cH:49][c:48]2[O:50][c:51]2[cH:52][c:53]([F:63])[c:54]([C:57](=[O:58])[N:59]3[CH2:60][CH2:61][CH2:62]3)[cH:55][cH:56]2)[O:44]1. The reactants are C(C#CC)OC1=NC=NC(=C1C)Cl (4-(2-butynyloxy)-6-chloro-5-methylpyrimidine), CC1CNCC(C1)C (3,5-dimethylpiperidine). The solvent is C(C)O (ethanol). Reaction conditions: time 16 hour. Yields the product C(C#CC)OC1=NC=NC(=C1C)N1CC(CC(C1)C)C (4-(2-butynyloxy)-5-methyl-6-(3,5-dimethylpiperidino)pyrimidine). Isolated yield 79.1%. Reaction SMILES: [CH2:1]([O:5][C:6]1[C:11]([CH3:12])=[C:10](Cl)[N:9]=[CH:8][N:7]=1)[C:2]#[C:3][CH3:4].[CH3:14][CH:15]1[CH2:20][CH:19]([CH3:21])[CH2:18][NH:17][CH2:16]1>C(O)C>[CH2:1]([O:5][C:6]1[C:11]([CH3:12])=[C:10]([N:17]2[CH2:18][CH:19]([CH3:21])[CH2:20][CH:15]([CH3:14])[CH2:16]2)[N:9]=[CH:8][N:7]=1)[C:2]#[C:3][CH3:4]. Reported procedure: Into 3 ml of ethanol was resolved 0.3 g of 4-(2-butynyloxy)-6-chloro-5-methylpyrimidine, 0.47 g of 3,5-dimethylpiperidine (cis/trans=about 3/1) was added therein, and the mixture was stirred for 16 hours under reflux condition. The reaction mixture was cooled to near room temperature, and concentrated. Into the residue was added a saturated ammonium chloride aqueous solution, and the mixture was extracted with tert-butyl methyl ether three times. The organic layers were washed with a saturated s... Starting materials: BrC=1C(=C(C(=NC1)N)[N+](=O)[O-])N1CCN(CC1)C(C)C1=NC=CC=C1 (5-bromo-3-nitro-4-(4-(1-(pyridin-2-yl)ethyl)piperazin-1-yl)pyridin-2-amine), ClC1=C(C(=NC=C1Cl)N)[N+](=O)[O-] (4,5-dichloro-3-nitropyridin-2-amine), N1=CN=CC(=C1)CN1CCN(CC1)C(=O)OC(C)(C)C (tert-butyl 4-(pyrimidin-5-ylmethyl)piperazine-1-carboxylate), C(=O)(C(F)(F)F)O (TFA). The solvent is CC(C)O (iPrOH), C(Cl)Cl (CH2Cl2), CCN(C(C)C)C(C)C (DIPEA). The product is ClC=1C(=C(C(=NC1)N)[N+](=O)[O-])N1CCN(CC1)CC=1C=NC=NC1 (5-Chloro-3-nitro-4-(4-(pyrimidin-5-ylmethyl)piperazin-1-yl)pyridin-2-amine). RXN SMILES: BrC1C(N2CCN(C(C3C=CC=CN=3)C)CC2)=C([N+]([O-])=O)C(N)=NC=1.[N:26]1[CH:31]=[C:30]([CH2:32][N:33]2[CH2:38][CH2:37][N:36]([C:39](OC(C)(C)C)=O)[CH2:35][CH2:34]2)[CH:29]=[N:28][CH:27]=1.C(O)(C(F)(F)F)=O.ClC1[C:59]([Cl:60])=[CH:58][N:57]=[C:56]([NH2:61])[C:55]=1[N+:62]([O-:64])=[O:63]>CC(O)C.CCN(C(C)C)C(C)C.C(Cl)Cl>[Cl:60][C:59]1[C:39]([N:36]2[CH2:35][CH2:34][N:33]([CH2:32][C:30]3[CH:29]=[N:28][CH:27]=[N:26][CH:31]=3)[CH2:38][CH2:37]2)=[C:55]([N+:62]([O-:64])=[O:63])[C:56]([NH2:61])=[N:57][CH:58]=1. Procedure details: This was prepared using the same procedure as for 5-bromo-3-nitro-4-(4-(1-(pyridin-2-yl)ethyl)piperazin-1-yl)pyridin-2-amine, but here using tert-butyl 4-(pyrimidin-5-ylmethyl)piperazine-1-carboxylate (1.1 eq, 0.13 mmol, 35 mg), TFA (0.25 mL) and CH2Cl2 (1 mL), then 4,5-dichloro-3-nitropyridin-2-amine (37 mg, 0.11 mmol) in iPrOH (1 mL) and DIPEA (0.25 mL). Filtration and washing as previously described gave the product (22 mg, 50% for two steps) as a yellow solid; δH (500 MHz, DMSO-d6) 2.52 (s, ... The reactants are CC(C)(C)OC(=O)N[SH](=O)=O, CCOC(C)=O, CC1(C)OC2C(CO)CC(n3cnc4c(Cl)ncnc43)C2O1, CC(C)OC(=O)N=NC(=O)OC(C)C, c1ccc(P(c2ccccc2)c2ccccc2)cc1. Product: O=P(c1ccccc1)(c1ccccc1)c1ccccc1. RXN SMILES: [C:23]([NH:24][SH:25](=[O:26])=[O:27])([O:28][C:29]([CH3:30])([CH3:31])[CH3:32])=[O:33].[CH3:67][CH2:68][O:69][C:70]([CH3:71])=[O:72].[Cl:1][c:2]1[n:3][cH:4][n:5][c:6]2[c:7]1[n:8][cH:9][n:10]2[CH:11]1[CH:12]2[O:16][C:13]([CH3:14])([CH3:15])[O:17][CH:18]2[CH:19]([CH2:20][OH:21])[CH2:22]1.[O:53]=[C:54]([O:55][CH:56]([CH3:57])[CH3:58])[N:59]=[N:60][C:61]([O:62][CH:63]([CH3:64])[CH3:65])=[O:66].[c:34]1([P:40]([c:41]2[cH:42][cH:43][cH:44][cH:45][cH:46]2)[c:47]2[cH:48][cH:49][cH:50][cH:51][cH:52]2)[cH:35][cH:36][cH:37][cH:38][cH:39]1>>[O:16]=[P:40]([c:34]1[cH:35][cH:36][cH:37][cH:38][cH:39]1)([c:41]1[cH:42][cH:43][cH:44][cH:45][cH:46]1)[c:47]1[cH:48][cH:49][cH:50][cH:51][cH:52]1. The product is CC(C)(C)[Si](C)(C)OCCC1(C#N)CCN(c2nc3ccc(C(F)(F)F)cc3s2)CC1. Reaction SMILES: [Br:32][CH2:33][CH2:34][O:35][Si:36]([CH3:37])([CH3:38])[C:39]([CH3:40])([CH3:41])[CH3:42].[CH3:22][Si:23]([N-:24][Si:25]([CH3:26])([CH3:27])[CH3:28])([CH3:29])[CH3:30].[F:1][C:2]([c:3]1[cH:4][c:5]2[c:6]([n:7][c:8]([N:10]3[CH2:11][CH2:12][CH:13]([C:16]#[N:17])[CH2:14][CH2:15]3)[s:9]2)[cH:18][cH:19]1)([F:20])[F:21].[Li+:31].[O:43]1[CH2:44][CH2:45][CH2:46][CH2:47]1>>[F:1][C:2]([c:3]1[cH:4][c:5]2[c:6]([n:7][c:8]([N:10]3[CH2:11][CH2:12][C:13]([C:16]#[N:17])([CH2:33][CH2:34][O:35][Si:36]([CH3:37])([CH3:38])[C:39]([CH3:40])([CH3:41])[CH3:42])[CH2:14][CH2:15]3)[s:9]2)[cH:18][cH:19]1)([F:20])[F:21]. Starting materials: CC(C)(C)[Si](C)(C)OCCBr, C[Si](C)(C)[N-][Si](C)(C)C, N#CC1CCN(c2nc3ccc(C(F)(F)F)cc3s2)CC1, [Li+], C1CCOC1. Product: OC1=CC=C(C=2CCCCC12)C=O (4-hydroxy-5,6,7,8-tetrahydro-naphthalene-1-carbaldehyde). Reaction SMILES: [C:1]1([OH:11])[C:10]2[CH2:9][CH2:8][CH2:7][CH2:6][C:5]=2[CH:4]=[CH:3][CH:2]=1.[OH-].[K+].C(Cl)(Cl)Cl.Cl.[CH2:19]([OH:21])C>C1(C)C=CC=CC=1>[OH:11][C:1]1[C:10]2[CH2:9][CH2:8][CH2:7][CH2:6][C:5]=2[C:4]([CH:19]=[O:21])=[CH:3][CH:2]=1 |f:1.2|. Reactants: [OH-].[K+] (potassium hydroxide), C1(=CC=CC=2CCCCC12)O (5, 6,7,8-Tetrahydro-naphthalen-1-ol), C(C)O (ethanol), [OH-].[K+] (potassium hydroxide), C(Cl)(Cl)Cl (chloroform), Cl (HCl). Reaction conditions: time 15 minute. The solvent is C1(=CC=CC=C1)C (toluene). Reported procedure: 5, 6,7,8-Tetrahydro-naphthalen-1-ol (108, 20 g, 135 mmol) was stirred in 100 mL of ethanol, and potassium hydroxide (7.57 g, 135 mmol) as an aqueous solution was added. The mixture was stirred for 15 minutes and went clear. Solvents were removed and dried. PEG (MW 380-420, 53 mL) was added, followed by chloroform (32.3 mL, 405 mmol) and toluene (34 mL). An aqueous potassium hydroxide solution (50% by weight, 54.4 mL) was introduced dropwise with stirring over 15 minutes. The stirring was continu... Starting materials: C(C1=CC=CC=C1)OC=1C(=NC=CC1)C=CCC1=CC=C(C(=O)O)C=C1 (4-[3-(3-Benzyloxy-2-pyridyl)prop-2-enyl)benzoic acid), CO (methanol), S(=O)(Cl)Cl (thionyl chloride). Reaction conditions: temperature 0 celsius, time 18 hour. Product: C(C1=CC=CC=C1)OC=1C(=NC=CC1)C=CCC1=CC=C(C(=O)OC)C=C1 (methyl 4-[3-(3-benzyloxy-2-pyridyl)prop-2-enyl]benzoate). Yield: 49.0%. Reaction SMILES: [CH2:1]([O:8][C:9]1[C:10]([CH:15]=[CH:16][CH2:17][C:18]2[CH:26]=[CH:25][C:21]([C:22]([OH:24])=[O:23])=[CH:20][CH:19]=2)=[N:11][CH:12]=[CH:13][CH:14]=1)[C:2]1[CH:7]=[CH:6][CH:5]=[CH:4][CH:3]=1.S(Cl)(Cl)=O.[CH3:31]O>>[CH2:1]([O:8][C:9]1[C:10]([CH:15]=[CH:16][CH2:17][C:18]2[CH:19]=[CH:20][C:21]([C:22]([O:24][CH3:31])=[O:23])=[CH:25][CH:26]=2)=[N:11][CH:12]=[CH:13][CH:14]=1)[C:2]1[CH:3]=[CH:4][CH:5]=[CH:6][CH:7]=1. Procedure: 4-[3-(3-Benzyloxy-2-pyridyl)prop-2-enyl)benzoic acid (0.1 g, 0.29 mmol) was dissolved in methanol (5 ml) and cooled to 0° C. To the solution was added thionyl chloride (0.086 g, 0.73 mmol). The reaction was allowed to warm to ambient temperature and stirred at ambient temperature for 18 hours. The reaction mixture was then evaporated, the residue partitioned between ethyl acetate and water and the organic phase dried (MgSO4) and evaporated. The residue was purified by chromatography (SiO2 EtOAc/... Reactants: CC(=O)O, COc1cc[n+]([O-])c(NCCN(C(C)C)C(C)C)c1, [Fe]. Yields the product COc1ccnc(NCCN(C(C)C)C(C)C)c1. RXN SMILES: [CH3:20][C:21](=[O:22])[OH:23].[CH:1]([CH3:2])([CH3:3])[N:4]([CH2:5][CH2:6][NH:7][c:8]1[n+:9]([O-:16])[cH:10][cH:11][c:12]([O:14][CH3:15])[cH:13]1)[CH:17]([CH3:18])[CH3:19].[Fe:24]>>[CH:1]([CH3:2])([CH3:3])[N:4]([CH2:5][CH2:6][NH:7][c:8]1[n:9][cH:10][cH:11][c:12]([O:14][CH3:15])[cH:13]1)[CH:17]([CH3:18])[CH3:19]. Starting materials: ClC1=C(C=C(C=C1)N1CCN(CC1)C(CN1N=C(C=2C1=NC=CC2)I)=O)OC (1-[4-(4-Chloro-3-methoxy-phenyl)-piperazin-1-yl]-2-(3-iodo-pyrazolo[3,4-b]pyridin-1-yl)-ethanone), C(#N)[Cu] (CuCN). Run in CN1C(C=CC=C1)=O (N-methylpyridone). Conditions: temperature 165 celsius. Yields the product ClC1=C(C=C(C=C1)N1CCN(CC1)C(CN1N=C(C=2C1=NC=CC2)C#N)=O)OC (1-{2-[4-(4-Chloro-3-methoxy-phenyl)-piperazin-1-yl]-2-oxo-ethyl}-1H-pyrazolo[3,4-b]pyridine-3-carbonitrile). As a reaction SMILES: [Cl:1][C:2]1[CH:7]=[CH:6][C:5]([N:8]2[CH2:13][CH2:12][N:11]([C:14](=[O:26])[CH2:15][N:16]3[C:20]4=[N:21][CH:22]=[CH:23][CH:24]=[C:19]4[C:18](I)=[N:17]3)[CH2:10][CH2:9]2)=[CH:4][C:3]=1[O:27][CH3:28].[C:29]([Cu])#[N:30]>CN1C=CC=CC1=O>[Cl:1][C:2]1[CH:7]=[CH:6][C:5]([N:8]2[CH2:13][CH2:12][N:11]([C:14](=[O:26])[CH2:15][N:16]3[C:20]4=[N:21][CH:22]=[CH:23][CH:24]=[C:19]4[C:18]([C:29]#[N:30])=[N:17]3)[CH2:10][CH2:9]2)=[CH:4][C:3]=1[O:27][CH3:28]. Procedure details: 1-[4-(4-Chloro-3-methoxy-phenyl)-piperazin-1-yl]-2-(3-iodo-pyrazolo[3,4-b]pyridin-1-yl)-ethanone (128 mg) and CuCN (112 mg) were combined in N-methylpyridone (NMP) (1 mL) and heated at 165° C. for 16 hr, then cooled to room temperature. The reaction mixture was purified on preparative HPLC to afford 1-{2-[4-(4-Chloro-3-methoxy-phenyl)-piperazin-1-yl]-2-oxo-ethyl}-1H-pyrazolo[3,4-b]pyridine-3-carbonitrile as a white powder: LCMS (ES) M+H 411.5, Rf 2.33 min (Agilent Zorbax SB-C18, 2.1×50 mm, 5μ, 3...